This data is from the Open Reaction Database (ORD), a public repository of structured organic reaction records. The task is: describe an organic reaction: reactants, conditions, products, and yield Reactants: Cc1nn(C)c(C)c1Br, O=C([O-])O, COCCOC, Nc1nc2ccccc2n1-c1cccc(B2OCCCO2)c1, [Na+], [Na+], [OH-], O, [Pd], c1ccc(P(c2ccccc2)c2ccccc2)cc1, c1ccc(P(c2ccccc2)c2ccccc2)cc1, c1ccc(P(c2ccccc2)c2ccccc2)cc1, c1ccc(P(c2ccccc2)c2ccccc2)cc1. RXN SMILES: [Br:23][c:24]1[c:25]([CH3:31])[n:26][n:27]([CH3:30])[c:28]1[CH3:29].[C:32](=[O:33])([O-:34])[OH:35].[CH3:116][O:117][CH2:118][CH2:119][O:120][CH3:121].[NH2:1][c:2]1[n:3][c:4]2[c:5]([n:6]1-[c:7]1[cH:8][c:9]([B:13]3[O:14][CH2:15][CH2:16][CH2:17][O:18]3)[cH:10][cH:11][cH:12]1)[cH:19][cH:20][cH:21][cH:22]2.[Na+:36].[Na+:38].[OH-:37].[OH2:122].[Pd:39].[c:40]1([P:41]([c:42]2[cH:43][cH:44][cH:45][cH:46][cH:47]2)[c:48]2[cH:49][cH:50][cH:51][cH:52][cH:53]2)[cH:54][cH:55][cH:56][cH:57][cH:58]1.[c:59]1([P:60]([c:61]2[cH:62][cH:63][cH:64][cH:65][cH:66]2)[c:67]2[cH:68][cH:69][cH:70][cH:71][cH:72]2)[cH:73][cH:74][cH:75][cH:76][cH:77]1.[c:78]1([P:79]([c:80]2[cH:81][cH:82][cH:83][cH:84][cH:85]2)[c:86]2[cH:87][cH:88][cH:89][cH:90][cH:91]2)[cH:92][cH:93][cH:94][cH:95][cH:96]1.[c:97]1([P:98]([c:99]2[cH:100][cH:101][cH:102][cH:103][cH:104]2)[c:105]2[cH:106][cH:107][cH:108][cH:109][cH:110]2)[cH:111][cH:112][cH:113][cH:114][cH:115]1>>[NH2:1][c:2]1[n:3][c:4]2[c:5]([n:6]1-[c:7]1[cH:8][c:9](-[c:24]3[c:25]([CH3:31])[n:26][n:27]([CH3:30])[c:28]3[CH3:29])[cH:10][cH:11][cH:12]1)[cH:19][cH:20][cH:21][cH:22]2. Yields the product Cc1nn(C)c(C)c1-c1cccc(-n2c(N)nc3ccccc32)c1. RXN SMILES: FC(F)(F)C(O)=O.C(OC([N:15]1[CH2:20][CH2:19][CH:18]([CH2:21][NH:22][C:23](=[O:42])[C:24]2[CH:29]=[CH:28][C:27]([C:30]3[O:31][C:32]4[C:38]([CH3:39])=[CH:37][C:36]([C:40]#[N:41])=[CH:35][C:33]=4[N:34]=3)=[CH:26][CH:25]=2)[CH2:17][CH2:16]1)=O)(C)(C)C>ClCCl>[C:40]([C:36]1[CH:37]=[C:38]([CH3:39])[C:32]2[O:31][C:30]([C:27]3[CH:26]=[CH:25][C:24]([C:23]([NH:22][CH2:21][CH:18]4[CH2:19][CH2:20][NH:15][CH2:16][CH2:17]4)=[O:42])=[CH:29][CH:28]=3)=[N:34][C:33]=2[CH:35]=1)#[N:41]. Product: C(#N)C=1C=C(C2=C(N=C(O2)C2=CC=C(C(=O)NCC3CCNCC3)C=C2)C1)C (4-(5-cyano-7-methyl-1,3-benzoxazol-2-yl)-N-(piperidin-4-ylmethyl)benzamide). The solvent is ClCCl (dichloromethane). Procedure: To a solution of trifluoroacetic acid (2 ml) in dichloromethane (2 ml) was added 4 tert-butyl-4-({[4-(5-cyano-7-methyl-1,3-benzoxazol-2-yl)benzoyl]amino}methyl)piperidine-1-carboxylate (68 mg). The mixture was stirred for 1 h, and then concentrated in vacuo to provide 4-(5-cyano-7-methyl-1,3-benzoxazol-2-yl)-N-(piperidin-4-ylmethyl)benzamide (67 mg. 99%). Half of this sample was added to potassium carbonate (19 mg) in ethanol. 4-Trifluoromethylbenzyl bromide (17 mg) was added and the mixture was... Isolated yield 124.9%. Reaction conditions: time 1 hour. Reactants: FC(C(=O)O)(F)F (trifluoroacetic acid), C(C)(C)(C)OC(=O)N1CCC(CC1)CNC(C1=CC=C(C=C1)C=1OC2=C(N1)C=C(C=C2C)C#N)=O (tert-butyl-4-({[4-(5-cyano-7-methyl-1,3-benzoxazol-2-yl)benzoyl]amino}methyl)piperidine-1-carboxylate). Starting materials: OC=1C=C(C(=O)NCC(=O)O)C=C(C1)NC=1NCC(CN1)O (2-(3-Hydroxy-5-((5-hydroxy-1,4,5,6-tetrahydropyrimidin-2-yl)amino)benzamido)acetic acid), Cl.C(C)OC(C[C@@H](C1=CC(=CC(=C1)C1(CCOCC1)C#N)Cl)N)=O ((S)-ethyl-3-amino-3-(3-chloro-5-(4-cyanotetrahydro-2H-pyran-4-yl)phenyl)propanoate hydrochloride salt), O.ON1N=NC2=C1C=CC=C2 (1-hydroxybenzotriazole hydrate), C(C)(C)N=C=NC(C)C (N,N′-diisopropylcarbodiimide), crude residue. The solvent is CN(C)C=O.C(Cl)Cl (DMF DCM). Reaction conditions: time 10 minute. The product is ClC=1C=C(C=C(C1)C1(CCOCC1)C#N)[C@H](CC(=O)OCC)NC(CNC(C1=CC(=CC(=C1)NC=1NCC(CN1)O)O)=O)=O ((3S)-ethyl 3-(3-chloro-5-(4-cyanotetrahydro-2H-pyran-4-yl)phenyl)-3-(2-(3-hydroxy-5-((5-hydroxy-1,4,5,6-tetrahydropyrimidin-2-yl)amino)benzamido)acetamido)propanoate). As a reaction SMILES: [OH:1][C:2]1[CH:3]=[C:4]([CH:12]=[C:13]([NH:15][C:16]2[NH:17][CH2:18][CH:19]([OH:22])[CH2:20][N:21]=2)[CH:14]=1)[C:5]([NH:7][CH2:8][C:9]([OH:11])=O)=[O:6].Cl.[CH2:24]([O:26][C:27](=[O:46])[CH2:28][C@H:29]([NH2:45])[C:30]1[CH:35]=[C:34]([C:36]2([C:42]#[N:43])[CH2:41][CH2:40][O:39][CH2:38][CH2:37]2)[CH:33]=[C:32]([Cl:44])[CH:31]=1)[CH3:25].O.ON1C2C=CC=CC=2N=N1.C(N=C=NC(C)C)(C)C>CN(C=O)C.C(Cl)Cl>[Cl:44][C:32]1[CH:31]=[C:30]([C@@H:29]([NH:45][C:9](=[O:11])[CH2:8][NH:7][C:5](=[O:6])[C:4]2[CH:12]=[C:13]([NH:15][C:16]3[NH:17][CH2:18][CH:19]([OH:22])[CH2:20][N:21]=3)[CH:14]=[C:2]([OH:1])[CH:3]=2)[CH2:28][C:27]([O:26][CH2:24][CH3:25])=[O:46])[CH:35]=[C:34]([C:36]2([C:42]#[N:43])[CH2:41][CH2:40][O:39][CH2:38][CH2:37]2)[CH:33]=1 |f:1.2,3.4,6.7|. Procedure: A mixture of 2-(3-hydroxy-5-((5-hydroxy-1,4,5,6-tetrahydropyrimidin-2-yl)amino)benzamido)acetic acid (Example B) (264.7 mg, 0.859 mmol), (S)-ethyl-3-amino-3-(3-chloro-5-(4-cyanotetrahydro-2H-pyran-4-yl)phenyl)propanoate hydrochloride salt (from step 1 above) (314.3 mg, 0.842 mmol) and 1-hydroxybenzotriazole hydrate (27.4 mg, 0.179 mmol) was dissolved in a mixture of DMF/DCM (1:1) (8 mL) and stirred at room temperature under nitrogen atmosphere for 10 min to give a cream suspension. Neat N,N′-dii... Starting materials: NCC(C)(CC1=CC2=CC=CC=C2CC1)NC(C)C1=CC=CC=C1 (N-[2-Amino-1-(3,4-dihydro-2-naphthylmethyl)-1-methylethyl]-N-(1-phenyl-ethyl)amine), Pd Al2O3. Solvent: CCO (EtOH). The product is NCC(CC1CC2=CC=CC=C2CC1)(C)NC(C)C1=CC=CC=C1 (N-[2-Amino-1-methyl-1-(1,2,3,4-tetrahydro-2-naphthylmethyl)ethyl]-N-(1-phenylethyl)amine). RXN SMILES: [NH2:1][CH2:2][C:3]([NH:16][CH:17]([C:19]1[CH:24]=[CH:23][CH:22]=[CH:21][CH:20]=1)[CH3:18])([CH2:5][C:6]1[CH2:15][CH2:14][C:13]2[C:8](=[CH:9][CH:10]=[CH:11][CH:12]=2)[CH:7]=1)[CH3:4]>CCO>[NH2:1][CH2:2][C:3]([NH:16][CH:17]([C:19]1[CH:24]=[CH:23][CH:22]=[CH:21][CH:20]=1)[CH3:18])([CH3:4])[CH2:5][CH:6]1[CH2:15][CH2:14][C:13]2[C:8](=[CH:9][CH:10]=[CH:11][CH:12]=2)[CH2:7]1. Procedure details: A suspension of 0.52 g (1.62 mmol) of the compound obtained in Step 2 (diastereoisomer 1) and of 0.1 g of Pd/Al2O3 in 60 ml of EtOH is hydrogenated at 20° C. under 1 bar for 16 hours. The mixture is then filtered and concentrated in vacuo to yield the title compound in the form of a foam. Starting materials: O=C(O)COCc1ccccc1, CCN(C(C)C)C(C)C, ClCCl, Cl, Cn1c(=O)c(-c2ccc(Cl)cc2Cl)cc2c3cc(C(=O)CN)ccc3n(C)c21. Product: Cn1c(=O)c(-c2ccc(Cl)cc2Cl)cc2c3cc(C(=O)CNC(=O)COCc4ccccc4)ccc3n(C)c21. As a reaction SMILES: [CH2:30]([c:31]1[cH:32][cH:33][cH:34][cH:35][cH:36]1)[O:37][CH2:38][C:39](=[O:40])[OH:41].[CH:42]([N:43]([CH:44]([CH3:45])[CH3:46])[CH2:47][CH3:48])([CH3:49])[CH3:50].[Cl:51][CH2:52][Cl:53].[ClH:29].[NH2:1][CH2:2][C:3](=[O:4])[c:5]1[cH:6][c:7]2[c:8]3[c:9]([n:10]([CH3:14])[c:11]2[cH:12][cH:13]1)[n:15]([CH3:28])[c:16](=[O:27])[c:17](-[c:19]1[c:20]([Cl:26])[cH:21][c:22]([Cl:25])[cH:23][cH:24]1)[cH:18]3>>[NH:1]([CH2:2][C:3](=[O:4])[c:5]1[cH:6][c:7]2[c:8]3[c:9]([n:10]([CH3:14])[c:11]2[cH:12][cH:13]1)[n:15]([CH3:28])[c:16](=[O:27])[c:17](-[c:19]1[c:20]([Cl:26])[cH:21][c:22]([Cl:25])[cH:23][cH:24]1)[cH:18]3)[C:39]([CH2:38][O:37][CH2:30][c:31]1[cH:32][cH:33][cH:34][cH:35][cH:36]1)=[O:40]. The reactants are O=C([O-])O, CCCCCC=CCC1C=CC(=O)C1=CCCCCCC(=O)OC, CO, CC(C)=O, [Cl-], Cl, [NH4+], [Na+], [Na+], [OH-], OO. Yields the product CCCCCC=CCC1C=C(Cl)C(=O)C1=CCCCCCC(=O)OC. As a reaction SMILES: [C:32](=[O:33])([O-:34])[OH:35].[CH2:3]([CH:4]=[CH:5][CH2:6][CH2:7][CH2:8][CH2:9][CH3:10])[CH:11]1[CH:12]=[CH:13][C:14](=[O:26])[C:15]1=[CH:16][CH2:17][CH2:18][CH2:19][CH2:20][CH2:21][C:22](=[O:23])[O:24][CH3:25].[CH3:37][OH:38].[CH3:39][C:40](=[O:41])[CH3:42].[Cl-:29].[ClH:31].[NH4+:30].[Na+:28].[Na+:36].[OH-:27].[OH:1][OH:2]>>[CH2:3]([CH:4]=[CH:5][CH2:6][CH2:7][CH2:8][CH2:9][CH3:10])[CH:11]1[CH:12]=[C:13]([Cl:29])[C:14](=[O:26])[C:15]1=[CH:16][CH2:17][CH2:18][CH2:19][CH2:20][CH2:21][C:22](=[O:23])[O:24][CH3:25]. Reactants: CC(C)(C)OC(=O)N1CC(=O)C1, CC(=O)O, O=C(O)C(F)(F)F, O=C(c1nccs1)N1CCNCC1, [Na+], O=C([O-])O. RXN SMILES: [C:21](=[O:22])([O:23][C:24]([CH3:25])([CH3:26])[CH3:27])[N:28]1[CH2:29][C:30](=[O:32])[CH2:31]1.[CH3:38][C:39](=[O:40])[OH:41].[F:1][C:2]([F:3])([F:4])[C:5]([OH:6])=[O:7].[N:8]1([C:14](=[O:15])[c:16]2[s:17][cH:18][cH:19][n:20]2)[CH2:9][CH2:10][NH:11][CH2:12][CH2:13]1.[Na+:37].[O-:33][C:34]([OH:35])=[O:36]>>[N:8]1([C:14](=[O:15])[c:16]2[s:17][cH:18][cH:19][n:20]2)[CH2:9][CH2:10][N:11]([CH:30]2[CH2:29][N:28]([C:21](=[O:22])[O:23][C:24]([CH3:25])([CH3:26])[CH3:27])[CH2:31]2)[CH2:12][CH2:13]1. The product is CC(C)(C)OC(=O)N1CC(N2CCN(C(=O)c3nccs3)CC2)C1. Reactants: C(=O)(C(F)(F)F)O (TFA), C(C)[SiH](CC)CC (triethylsilane), O=C1N(C(C2=CC=CC=C12)=O)C1=NN(C2=C1C=NC(=C2)NC(=O)N[C@H](C)C2=CC=CC=C2)C(C2=CC=CC=C2)(C2=CC=CC=C2)C2=CC=CC=C2 ((R)-1-(3-(1,3-Dioxoisoindolin-2-yl)-1-trityl-1H-pyrazolo[4,3-c]pyridin-6-yl)-3-(1-phenylethyl)urea). Run in C(Cl)Cl (DCM). Run at time 30 minute. The product is O=C1N(C(C2=CC=CC=C12)=O)C1=NNC2=C1C=NC(=C2)NC(=O)N[C@H](C)C2=CC=CC=C2 ((R)-1-(3-(1,3-dioxoisoindolin-2-yl)-1H-pyrazolo[4,3-c]pyridin-6-yl)-3-(1-phenylethyl)urea). RXN SMILES: [O:1]=[C:2]1[C:10]2[C:5](=[CH:6][CH:7]=[CH:8][CH:9]=2)[C:4](=[O:11])[N:3]1[C:12]1[C:16]2[CH:17]=[N:18][C:19]([NH:21][C:22]([NH:24][C@@H:25]([C:27]3[CH:32]=[CH:31][CH:30]=[CH:29][CH:28]=3)[CH3:26])=[O:23])=[CH:20][C:15]=2[N:14](C(C2C=CC=CC=2)(C2C=CC=CC=2)C2C=CC=CC=2)[N:13]=1.C(O)(C(F)(F)F)=O.C([SiH](CC)CC)C>C(Cl)Cl>[O:1]=[C:2]1[C:10]2[C:5](=[CH:6][CH:7]=[CH:8][CH:9]=2)[C:4](=[O:11])[N:3]1[C:12]1[C:16]2[CH:17]=[N:18][C:19]([NH:21][C:22]([NH:24][C@@H:25]([C:27]3[CH:32]=[CH:31][CH:30]=[CH:29][CH:28]=3)[CH3:26])=[O:23])=[CH:20][C:15]=2[NH:14][N:13]=1. Procedure: (R)-1-(3-(1,3-Dioxoisoindolin-2-yl)-1-trityl-1H-pyrazolo[4,3-c]pyridin-6-yl)-3-(1-phenylethyl)urea (229 mg, 0.342 mmol) was dissolved in DCM (2 mL), charged with TFA (660 μL, 8.56 mmol) and triethylsilane (54.7 μL, 0.342 mmol), and stirred at room temperature for 30 min. The solvents were concentrated in vacuo and the residue was treated with triethylamine (1 mL). Purification via flash chromotagraphy (10-100% EtOAc/DCM) afforded (R)-1-(3-(1,3-dioxoisoindolin-2-yl)-1H-pyrazolo[4,3-c]pyridin-6-yl...